From a dataset of the Open Reaction Database (ORD), a public repository of structured organic reaction records. describe an organic reaction: reactants, conditions, products, and yield Reactants: C(C)(=O)CC(C)=O (acetylacetone), C(CC#N)#N (malononitrile), N1CCCCC1 (piperidine). Run in C(C)O (ethanol). Product: C(#N)C=1C(NC(=CC1C)C)=O (3-cyano-4,6-dimethyl-2(1H)-pyridinone). Reaction SMILES: C(CC(=O)C)(=[O:3])C.[C:8](#[N:12])[CH2:9][C:10]#[N:11].N1[CH2:18][CH2:17][CH2:16][CH2:15][CH2:14]1>C(O)C>[C:10]([C:9]1[C:8](=[O:3])[NH:12][C:17]([CH3:18])=[CH:16][C:15]=1[CH3:14])#[N:11]. Procedure: Bergel et al [British Pat. No. 553,097, accepted May 7, 1943] shows the reaction of acetylacetone with malononitrile in ethanol in the presence of piperidine to produce 3-cyano-4,6-dimethyl-2(1H)-pyridinone (named as its 5-cyano-2,4-dimethyl-6-hydroxypyridine tautomer).